From a dataset of the Open Reaction Database (ORD), a public repository of structured organic reaction records. describe an organic reaction: reactants, conditions, products, and yield As a reaction SMILES: [CH2:36]1[O:37][CH2:38][CH2:39][O:40][CH2:41]1.[CH3:1][O:2][c:3]1[cH:4][c:5]([NH:14][C:15]([C:16](=[O:17])[NH:18][C:19]([CH2:20][c:21]2[cH:22][cH:23][c:24]([N+:27]([O-:28])=[O:29])[cH:25][cH:26]2)([CH3:30])[CH3:31])=[O:32])[cH:6][cH:7][c:8]1-[c:9]1[cH:10][n:11][cH:12][o:13]1.[CH3:42][CH2:43][OH:44].[CH3:45][CH2:46][O:47][C:48](=[O:49])[CH3:50].[Sn:33]([Cl:34])[Cl:35]>>[CH3:1][O:2][c:3]1[cH:4][c:5]([NH:14][C:15]([C:16](=[O:17])[NH:18][C:19]([CH2:20][c:21]2[cH:22][cH:23][c:24]([NH2:27])[cH:25][cH:26]2)([CH3:30])[CH3:31])=[O:32])[cH:6][cH:7][c:8]1-[c:9]1[cH:10][n:11][cH:12][o:13]1. Reactants: C1COCCO1, COc1cc(NC(=O)C(=O)NC(C)(C)Cc2ccc([N+](=O)[O-])cc2)ccc1-c1cnco1, CCO, CCOC(C)=O, Cl[Sn]Cl. The product is COc1cc(NC(=O)C(=O)NC(C)(C)Cc2ccc(N)cc2)ccc1-c1cnco1.